This data is from the Open Reaction Database (ORD), a public repository of structured organic reaction records. The task is: describe an organic reaction: reactants, conditions, products, and yield Reactants: C#CCOc1ccc(C(=O)N2C3CCCCC32)cc1OC, ClC(Cl)Cl, [Cl-], [Cl-], [Cl-], [NH4+], [Zn+2]. The product is C#CCOc1ccc(C(=O)NC2CCCCC2Cl)cc1OC. As a reaction SMILES: [CH3:1][O:2][c:3]1[cH:4][c:5]([C:6](=[O:7])[N:8]2[CH:9]3[CH2:10][CH2:11][CH2:12][CH2:13][CH:14]23)[cH:15][cH:16][c:17]1[O:18][CH2:19][C:20]#[CH:21].[CH:27]([Cl:28])([Cl:29])[Cl:30].[Cl-:22].[Cl-:24].[Cl-:25].[NH4+:23].[Zn+2:26]>>[CH3:1][O:2][c:3]1[cH:4][c:5]([C:6](=[O:7])[NH:8][CH:9]2[CH2:10][CH2:11][CH2:12][CH2:13][CH:14]2[Cl:22])[cH:15][cH:16][c:17]1[O:18][CH2:19][C:20]#[CH:21].